From a dataset of the Open Reaction Database (ORD), a public repository of structured organic reaction records. describe an organic reaction: reactants, conditions, products, and yield The reactants are ClC1=CC=C(C=C1)C1(N=C(N(C1C1=CC=C(C=C1)Cl)C(=O)Cl)C1=C(C=C(C=C1)OC)OC(C)C)C (rac-(4S*,5R*)-4,5-bis-(4-chloro-phenyl)-2-(2-isopropoxy-4-methoxy-phenyl)-4-methyl-4,5-dihydro-imidazole-1-carbonyl chloride), Cl.Cl.N1(CCNCC1)CC(=O)N (2-piperazin-1-yl-acetamide dihydrochloride). Yields the product ClC1=CC=C(C=C1)[C@@]1(N=C(N([C@@H]1C1=CC=C(C=C1)Cl)C(=O)N1CCN(CC1)CC(=O)N)C1=C(C=C(C=C1)OC)OC(C)C)C (rac-2-{4-[(4S*,5R*)-4,5-Bis-(4-chloro-phenyl)-2-(2-isopropoxy-4-methoxy-phenyl)-4-methyl-4,5-dihydro-imidazole-1-carbonyl]-piperazin-1-yl}-acetamide). Reaction SMILES: [Cl:1][C:2]1[CH:7]=[CH:6][C:5]([C:8]2([CH3:35])[CH:12]([C:13]3[CH:18]=[CH:17][C:16]([Cl:19])=[CH:15][CH:14]=3)[N:11]([C:20](Cl)=[O:21])[C:10]([C:23]3[CH:28]=[CH:27][C:26]([O:29][CH3:30])=[CH:25][C:24]=3[O:31][CH:32]([CH3:34])[CH3:33])=[N:9]2)=[CH:4][CH:3]=1.Cl.Cl.[N:38]1([CH2:44][C:45]([NH2:47])=[O:46])[CH2:43][CH2:42][NH:41][CH2:40][CH2:39]1>>[Cl:1][C:2]1[CH:3]=[CH:4][C:5]([C@@:8]2([CH3:35])[C@@H:12]([C:13]3[CH:14]=[CH:15][C:16]([Cl:19])=[CH:17][CH:18]=3)[N:11]([C:20]([N:41]3[CH2:42][CH2:43][N:38]([CH2:44][C:45]([NH2:47])=[O:46])[CH2:39][CH2:40]3)=[O:21])[C:10]([C:23]3[CH:28]=[CH:27][C:26]([O:29][CH3:30])=[CH:25][C:24]=3[O:31][CH:32]([CH3:33])[CH3:34])=[N:9]2)=[CH:6][CH:7]=1 |f:1.2.3|. Procedure: In a manner analogous to the method described in example 5, rac-(4S*,5R*)-4,5-bis-(4-chloro-phenyl)-2-(2-isopropoxy-4-methoxy-phenyl)-4-methyl-4,5-dihydro-imidazole-1-carbonyl chloride was reacted with 2-piperazin-1-yl-acetamide dihydrochloride (Matrix Scientific) to give the title compound. LC-MS: 638.2 [(M+H)+] Starting materials: C(C1=CC=CC=C1)N1C(CC(CC1=O)(C)C)=O (1-benzyl-4,4-dimethylpiperidine-2,6-dione), [Li+].C[Si](C)(C)[N-][Si](C)(C)C (LiHMDS), N(=O)OCCC(C)C (isopentyl nitrite). The solvent is C1CCOC1 (THF). Conditions: temperature -78 celsius, time 20 minute. The product is C(C1=CC=CC=C1)N1C(\C(\C(CC1=O)(C)C)=N/O)=O ((Z)-1-benzyl-4,4-dimethylpiperidine-2,3,6-trione 3-oxime). Yield: 30.2%. As a reaction SMILES: [CH2:1]([N:8]1[C:13](=[O:14])[CH2:12][C:11]([CH3:16])([CH3:15])[CH2:10][C:9]1=[O:17])[C:2]1[CH:7]=[CH:6][CH:5]=[CH:4][CH:3]=1.[Li+].C[Si]([N-][Si](C)(C)C)(C)C.[N:28](OCCC(C)C)=[O:29]>C1COCC1>[CH2:1]([N:8]1[C:13](=[O:14])[CH2:12][C:11]([CH3:15])([CH3:16])/[C:10](=[N:28]/[OH:29])/[C:9]1=[O:17])[C:2]1[CH:3]=[CH:4][CH:5]=[CH:6][CH:7]=1 |f:1.2|. Procedure details: To a solution of 1-benzyl-4,4-dimethylpiperidine-2,6-dione (1.00 g, 4.32 mmol) in THF (20 mL) at −78° C. was slowly added LiHMDS (1.0M in THF, 4.8 mL, 4.8 mmol). The resulting thick white slurry was stirred at −78° C. for 20 min then isopentyl nitrite (0.70 mL, 5.20 mmol) was added dropwise which caused a bright orange color to appear. The reaction mixture was stirred at −78° C. for 30 min then gradually warmed to room temperature over 1 h and quenched with saturated aqueous NH4Cl. The biphasic ... Reactants: ClCCCN1C(C2=CC(=C(C=C2CC1)OC)OC)=O (2-(3-chloropropyl)-6,7-dimethoxy-1,2,3,4-tetrahydro-isoquinolin-1-one), Cl.CNCCC1=C(C=CC2=CC=CC=C12)C (N-methyl-2-(2-methyl-naphth-1-yl)-ethylamine hydrochloride), C(C)N(C(C)C)C(C)C (N-ethyl-diisopropylamine). Product: Cl.CN(C(C)C1=C(C=CC2=CC=CC=C12)C)C(CC)N1C(C2=CC(=C(C=C2CC1)OC)OC)=O (2-[N-Methyl-N-((2-methyl-naphth-1-yl)-eth-2-yl)-amino-prop-3-yl]-6,7-dimethoxy-1,2,3,4-tetrahydro-isoquinolin-1-one hydrochloride). As a reaction SMILES: [Cl:1][CH2:2][CH2:3][CH2:4][N:5]1[CH2:14][CH2:13][C:12]2[C:7](=[CH:8][C:9]([O:17][CH3:18])=[C:10]([O:15][CH3:16])[CH:11]=2)[C:6]1=[O:19].Cl.CN[CH2:23][CH2:24][C:25]1[C:34]2[C:29](=[CH:30][CH:31]=[CH:32][CH:33]=2)[CH:28]=[CH:27][C:26]=1[CH3:35].[CH2:36]([N:38](C(C)C)C(C)C)C>>[ClH:1].[CH3:36][N:38]([CH:4]([N:5]1[CH2:14][CH2:13][C:12]2[C:7](=[CH:8][C:9]([O:17][CH3:18])=[C:10]([O:15][CH3:16])[CH:11]=2)[C:6]1=[O:19])[CH2:3][CH3:2])[CH:24]([C:25]1[C:34]2[C:29](=[CH:30][CH:31]=[CH:32][CH:33]=2)[CH:28]=[CH:27][C:26]=1[CH3:35])[CH3:23] |f:1.2,4.5|. Procedure: A mixture of 1.13 g (4 mmol) of 2-(3-chloropropyl)-6,7-dimethoxy-1,2,3,4-tetrahydro-isoquinolin-1-one, 1.04 g (4.4 mmol) of N-methyl-2-(2-methyl-naphth-1-yl)-ethylamine hydrochloride and 1.5 ml of N-ethyl-diisopropylamine is refluxed for 2 hours. The excess N-ethyl-diisopropylamine is evaporated off in vacuo and the residue remaining is dissolved in a mixture of methylene chloride and 2 molar sodium hydroxide solution. The organic phase is separated, washed with water, dried over magnesium sulph... Starting materials: [BH4-], COC(=O)C1CCc2c(OCc3ccccc3)cccc2C1=O, CO, [Na+]. The product is COC(=O)C1CCc2c(OCc3ccccc3)cccc2C1O. Reaction SMILES: [BH4-:24].[CH2:1]([c:2]1[cH:3][cH:4][cH:5][cH:6][cH:7]1)[O:8][c:9]1[c:10]2[c:15]([cH:16][cH:17][cH:18]1)[C:14](=[O:19])[CH:13]([C:20](=[O:21])[O:22][CH3:23])[CH2:12][CH2:11]2.[CH3:26][OH:27].[Na+:25]>>[CH2:1]([c:2]1[cH:3][cH:4][cH:5][cH:6][cH:7]1)[O:8][c:9]1[c:10]2[c:15]([cH:16][cH:17][cH:18]1)[CH:14]([OH:19])[CH:13]([C:20](=[O:21])[O:22][CH3:23])[CH2:12][CH2:11]2. Starting materials: COC(=O)C=1C=CC=C2C(=NC=NC12)NCC1=CC(=CC=C1)N(C)C(C1=CC=C(C=C1)OC)=O (4-{3-[(4-Methoxy-benzoyl)-methyl-amino]-benzylamino}-quinazoline-8-carboxylic acid methyl ester), N (NH3). The solvent is CO (methanol). Run at time 24 hour. Yields the product COC1=CC=C(C(=O)N(C=2C=C(CNC3=NC=NC4=C(C=CC=C34)C(=O)N)C=CC2)C)C=C1 (4-{3-[(4-Methoxy-benzoyl)-methyl-amino]-benzylamino}-quinazoline-8-carboxylic acid amide). Reaction SMILES: C[O:2][C:3]([C:5]1[CH:6]=[CH:7][CH:8]=[C:9]2[C:14]=1[N:13]=[CH:12][N:11]=[C:10]2[NH:15][CH2:16][C:17]1[CH:22]=[CH:21][CH:20]=[C:19]([N:23]([C:25](=[O:34])[C:26]2[CH:31]=[CH:30][C:29]([O:32][CH3:33])=[CH:28][CH:27]=2)[CH3:24])[CH:18]=1)=O.[NH3:35]>CO>[CH3:33][O:32][C:29]1[CH:28]=[CH:27][C:26]([C:25]([N:23]([CH3:24])[C:19]2[CH:18]=[C:17]([CH:22]=[CH:21][CH:20]=2)[CH2:16][NH:15][C:10]2[C:9]3[C:14](=[C:5]([C:3]([NH2:35])=[O:2])[CH:6]=[CH:7][CH:8]=3)[N:13]=[CH:12][N:11]=2)=[O:34])=[CH:31][CH:30]=1. Reported procedure: 4-{3-[(4-Methoxy-benzoyl)-methyl-amino]-benzylamino}-quinazoline-8-carboxylic acid methyl ester from step d was dissolved in 1 ml 7N NH3 in methanol in a sealed vessel and stirred for 24 h at room temperature. The reaction mixture was evaporated and purified using preparative HPLC. The product was treated with HCl in methanol and concentrated in the SpeedVac.